This data is from the Open Reaction Database (ORD), a public repository of structured organic reaction records. The task is: describe an organic reaction: reactants, conditions, products, and yield Reactants: C(C1=CC=CC=C1)N(C=1C(=NC=CC1)[N+](=O)[O-])C (N-benzyl-N-methyl-2-nitropyridin-3-amine). The reagents and catalysts are [Pd] (Pd—C). Solvent: CCO (EtOH). Yields the product CNC=1C(=NC=CC1)N (N3-methylpyridine-2,3-diamine). Yield: 86.6%. As a reaction SMILES: [CH2:1]([N:8](C)[C:9]1[C:10]([N+:15]([O-])=O)=[N:11][CH:12]=[CH:13][CH:14]=1)C1C=CC=CC=1>CCO.[Pd]>[CH3:1][NH:8][C:9]1[C:10]([NH2:15])=[N:11][CH:12]=[CH:13][CH:14]=1. Procedure details: A mixture of N-benzyl-N-methyl-2-nitropyridin-3-amine (2.6 g) and 10% Pd—C (0.569 g) in EtOH (50 mL) was hydrogenated under balloon pressure at room temperature over weekend. The catalyst was removed by filtration and the filtrate was concentrated in vacuo to give N3-methylpyridine-2,3-diamine (1.14 g) as pale yellow oil. Starting materials: C1(CC1)N1C=C(C(C2=CC(=CC=C12)CN1CCOCC1)=O)C(=O)OCC (ethyl 1-cyclopropyl-6-(4-morpholinylmethyl)-4-oxo-1,4-dihydro-3-quinolinecarboxylate), ClC1=CC=C(CN)C=C1 (4-chlorobenzylamine), C(C)OCC (diethyl ether). Solvent: ClCCl (dichloromethane). Run at temperature 165 celsius. Yields the product ClC1=CC=C(CNC(=O)C2=CN(C3=CC=C(C=C3C2=O)CN2CCOCC2)C2CC2)C=C1 (N-(4-Chlorobenzyl)-1-cyclopropyl-6-(4-morpholinylmethyl)-4-oxo-1,4-dihydro-3-quinolinecarboxamide). RXN SMILES: [CH:1]1([N:4]2[C:13]3[C:8](=[CH:9][C:10]([CH2:14][N:15]4[CH2:20][CH2:19][O:18][CH2:17][CH2:16]4)=[CH:11][CH:12]=3)[C:7](=[O:21])[C:6]([C:22]([O:24]CC)=O)=[CH:5]2)[CH2:3][CH2:2]1.[Cl:27][C:28]1[CH:35]=[CH:34][C:31]([CH2:32][NH2:33])=[CH:30][CH:29]=1.C(OCC)C>ClCCl>[Cl:27][C:28]1[CH:35]=[CH:34][C:31]([CH2:32][NH:33][C:22]([C:6]2[C:7](=[O:21])[C:8]3[C:13](=[CH:12][CH:11]=[C:10]([CH2:14][N:15]4[CH2:16][CH2:17][O:18][CH2:19][CH2:20]4)[CH:9]=3)[N:4]([CH:1]3[CH2:3][CH2:2]3)[CH:5]=2)=[O:24])=[CH:30][CH:29]=1. Procedure: To a flask containing ethyl 1-cyclopropyl-6-(4-morpholinylmethyl)-4-oxo-1,4-dihydro-3-quinolinecarboxylate (0.38 g) from Preparation No. 25 is added 4-chlorobenzylamine (2.0 mL). The reaction is tightly capped and heated to 165° C. overnight. The reaction is cooled to room temperature, adsorbed onto silica and chromatographed on silica eluting with 1% to 6% methanol in dichloromethane. The product-containing fractions are evaporated to give a solid which is dissolved in a minimal amount of dichl... The reactants are CCC(C)=O, CC12CC(c3ccc(CCCl)cc3)C3c4ccc(O)cc4CCC3C1CCC2O, [I-], [Na+], O. The product is CC12CC(c3ccc(CCI)cc3)C3c4ccc(O)cc4CCC3C1CCC2O. As a reaction SMILES: [CH2:33]([C:34]([CH3:35])=[O:36])[CH3:37].[Cl:1][CH2:2][CH2:3][c:4]1[cH:5][cH:6][c:7]([CH:10]2[CH:11]3[c:12]4[cH:13][cH:14][c:15]([OH:29])[cH:16][c:17]4[CH2:18][CH2:19][CH:20]3[CH:21]3[CH2:22][CH2:23][CH:24]([OH:28])[C:25]3([CH3:26])[CH2:27]2)[cH:8][cH:9]1.[I-:31].[Na+:30].[OH2:32]>>[CH2:2]([CH2:3][c:4]1[cH:5][cH:6][c:7]([CH:10]2[CH:11]3[c:12]4[cH:13][cH:14][c:15]([OH:29])[cH:16][c:17]4[CH2:18][CH2:19][CH:20]3[CH:21]3[CH2:22][CH2:23][CH:24]([OH:28])[C:25]3([CH3:26])[CH2:27]2)[cH:8][cH:9]1)[I:31]. Reactants: O1C(COC2=CC=C(C=3CCCCC23)C=O)C1 (4-(2,3-epoxypropoxy)-5,6,7,8-tetrahydronapthaldehyde), C(C)(C)(C)N (tert.-butylamine). Reaction conditions: temperature 45 celsius. Product: C(C)(C)(C)NCC(COC1=CC=C(C=2CCCCC12)C=O)O (4-(3-tert.butylamino-2-hydroxypropoxy)-5,6,7,8-tetrahydronapthaldehyde). Reaction SMILES: [O:1]1[CH2:17][CH:2]1[CH2:3][O:4][C:5]1[C:14]2[CH2:13][CH2:12][CH2:11][CH2:10][C:9]=2[C:8]([CH:15]=[O:16])=[CH:7][CH:6]=1.[C:18]([NH2:22])([CH3:21])([CH3:20])[CH3:19]>>[C:18]([NH:22][CH2:17][CH:2]([OH:1])[CH2:3][O:4][C:5]1[C:14]2[CH2:13][CH2:12][CH2:11][CH2:10][C:9]=2[C:8]([CH:15]=[O:16])=[CH:7][CH:6]=1)([CH3:21])([CH3:20])[CH3:19]. Procedure: To 4-(2,3-epoxypropoxy)-5,6,7,8-tetrahydronapthaldehyde (2.4 gms) is added tert.-butylamine (15 ml.). The resulting solution is heated at 45° C. for 15 hours. The excess tert.-butylamine is removed at reduced pressure (20 mm). To the residue is added 30 ml. 6N hydrochloric acid, and the resulting mixture is refluxed for three hours. The acidic mixture is poured into a saturated solution of sodium carbonate which is heated on a steam bath with nitrogen bubbling through it. The basic mixture is ex... Starting materials: OC(C)C(C(=O)O)CCCC1=CC=CC=C1 (2-(1-hydroxyethyl)-5-phenylpentanoic acid), ON1N=NC2=C1C=CC=C2 (1-hydroxy-1H-benzotriazole), CN1CCOCC1 (4-methylmorpholine), Cl.CN(CCCN=C=NCC)C (N′-(3-dimethylaminopropyl)-N-ethylcarbodiimide hydrochloride), NC(C)C=1C(NC(=NN1)CC1=CC=C(C=C1)OC)=O (6-(1-aminoethyl)-3-(4-methoxybenzyl)-1,2,4-triazin-5(4H)-one). Conditions: temperature -20 celsius, time 30 minute. The product is OC(C)C(C(=O)NC(C)C=1C(NC(=NN1)CC1=CC=C(C=C1)C)=O)CCCC1=CC=CC=C1 (2-(1-Hydroxyethyl)-N-{1-[3-(4-methylbenzyl)-5-oxo-4,5-dihydro-1,2,4-triazin-6-yl]-ethyl }-5-phenylpentanamide). Reaction SMILES: [OH:1][CH:2]([CH:4]([CH2:8][CH2:9][CH2:10][C:11]1[CH:16]=[CH:15][CH:14]=[CH:13][CH:12]=1)[C:5]([OH:7])=O)[CH3:3].ON1C2C=CC=C[C:21]=2N=N1.CN1CCOCC1.Cl.CN(C)CCCN=C=NCC.[NH2:46][CH:47]([C:49]1[C:50](=[O:64])[NH:51][C:52]([CH2:55][C:56]2[CH:61]=[CH:60][C:59](OC)=[CH:58][CH:57]=2)=[N:53][N:54]=1)[CH3:48]>>[OH:1][CH:2]([CH:4]([CH2:8][CH2:9][CH2:10][C:11]1[CH:16]=[CH:15][CH:14]=[CH:13][CH:12]=1)[C:5]([NH:46][CH:47]([C:49]1[C:50](=[O:64])[NH:51][C:52]([CH2:55][C:56]2[CH:61]=[CH:60][C:59]([CH3:21])=[CH:58][CH:57]=2)=[N:53][N:54]=1)[CH3:48])=[O:7])[CH3:3] |f:3.4|. Reported procedure: 1.09 g (4.91 mmol) of 2-(1-hydroxyethyl)-5-phenylpentanoic acid are treated with 660 mg (4.61 mmol) of 1-hydroxy-1H-benzotriazole and 990 mg (9.82 mmol) of 4-methylmorpholine and the mixture is cooled to −20° C. After addition of 940 mg (4.61 mmol) of N′-(3-dimethylaminopropyl)-N-ethylcarbodiimide hydrochloride, the mixture is stirred for 30 min. At the same time, the cooling bath is removed. Then, after again cooling to −20° C., 1.00 g (4.09 mmol) of 6-(1-aminoethyl)-3-(4-methoxybenzyl)-1,2,4-t...